Dataset: the Open Reaction Database (ORD), a public repository of structured organic reaction records. Task: describe an organic reaction: reactants, conditions, products, and yield The reactants are COC=1C=C2C(=NC(NC2=CC1OC)=O)C.C(C)OC(CCC)=O (6,7-dimethoxy-4-methyl-2(1H)quinazolinone 1-butanoic acid ethyl ester), Br (HBr). Yields the product OC=1C=C2C(=NC(NC2=CC1O)=O)C.C(CCC)(=O)O (6,7-Dihydroxy-4-methyl-2(1H)quinazolinone 1-butanoic acid). Isolated yield 80.0%. As a reaction SMILES: C[O:2][C:3]1[CH:4]=[C:5]2[C:10](=[CH:11][C:12]=1[O:13]C)[NH:9][C:8](=[O:15])[N:7]=[C:6]2[CH3:16].C([O:19][C:20](=[O:24])[CH2:21][CH2:22][CH3:23])C.Br>>[OH:2][C:3]1[CH:4]=[C:5]2[C:10](=[CH:11][C:12]=1[OH:13])[NH:9][C:8](=[O:15])[N:7]=[C:6]2[CH3:16].[C:20]([OH:24])(=[O:19])[CH2:21][CH2:22][CH3:23] |f:0.1,3.4|. Procedure details: When 6,7-dimethoxy-4-methyl-2(1H)quinazolinone-1-butanoic acid ethyl ester is refluxed with excess 40% aqueous HBr for 24 hours the title compound is afforded in 80% yield, mp 288°-299° C. The reactants are [H-].[H-].[H-].[H-].[Li+].[Al+3] (LiAlH4), [O-]S(=O)(=O)[O-].[Mg+2] (MgSO4), [OH-].[Na+] (NaOH), [H-].[H-].[H-].[H-].[Li+].[Al+3] (LiAlH4), [H-].[H-].[H-].[H-].[Li+].[Al+3] (LiAlH4), [H-].[H-].[H-].[H-].[Li+].[Al+3] (LiAlH4), ClC=1C=C2C=C(NC2=CC1)C(=O)OCC (Ethyl 5-chloro-2-indole-carboxylate). The solvent is O (water), O (water), C1CCOC1 (THF). Conditions: temperature 0 celsius, time 8 hour. The product is ClC=1C=C2C=C(NC2=CC1)CO ((5-chloro-1H-indol-2-yl)methanol). The yield is 85.0%. Reaction SMILES: [Cl:1][C:2]1[CH:3]=[C:4]2[C:8](=[CH:9][CH:10]=1)[NH:7][C:6]([C:11](OCC)=[O:12])=[CH:5]2.[H-].[H-].[H-].[H-].[Li+].[Al+3].[OH-].[Na+].[O-]S([O-])(=O)=O.[Mg+2]>C1COCC1.O>[Cl:1][C:2]1[CH:3]=[C:4]2[C:8](=[CH:9][CH:10]=1)[NH:7][C:6]([CH2:11][OH:12])=[CH:5]2 |f:1.2.3.4.5.6,7.8,9.10|. Procedure details: Ethyl 5-chloro-2-indole-carboxylate (1 eq) was dissolved in THF (0.45M) under N2. This solution was cooled to 0° C. for fifteen minutes and then 1.1 eq LiAlH4 (1M in THF) was added. The resulting dark brown solution was allowed to return to rt with stirring and kept overnight. Then water (1/25 of the volume of the LiAlH4 solution) was added slowly, followed by 15% NaOH(aq) (1/25 of the volume of the LiAlH4 solution) solution. Finally, water (1/25 of the volume of the LiAlH4 solution) was added a... The reactants are C(C)(C)(C)OC(=O)N1[C@@H](CC(C1)=CC#N)C(=O)O ((2S,4EZ)-1-(tert-butoxycarbonyl)-4-(cyanomethylene)-2-pyrrolidinecarboxylic acid), C1(=CC=C(C=C1)C(=O)Cl)C1=CC=CC=C1 ([1,1′-biphenyl]-4-carbonyl chloride), C=1(C(=CC=CC1)N)N (1,2-benzenediamine). Yields the product N1C(=NC2=C1C=CC=C2)C2CC(CN2C(=O)C2=CC=C(C=C2)C2=CC=CC=C2)=CC#N ((2EZ)-[5-(1H-benzimidazol-2-yl)-1-([1,1′-biphenyl]4-ylcarbonyl)-3-pyrrolidinylidene]ethanenitrile). Reaction SMILES: C(O[C:6]([N:8]1[CH2:12][C:11](=[CH:13][C:14]#[N:15])[CH2:10][C@H:9]1[C:16](O)=O)=[O:7])(C)(C)C.[C:19]1([C:28]2[CH:33]=[CH:32][CH:31]=[CH:30][CH:29]=2)[CH:24]=[CH:23][C:22](C(Cl)=O)=[CH:21][CH:20]=1.[C:34]1([NH2:41])[C:35]([NH2:40])=[CH:36][CH:37]=[CH:38][CH:39]=1>>[NH:40]1[C:35]2[CH:36]=[CH:37][CH:38]=[CH:39][C:34]=2[N:41]=[C:16]1[CH:9]1[N:8]([C:6]([C:31]2[CH:30]=[CH:29][C:28]([C:19]3[CH:20]=[CH:21][CH:22]=[CH:23][CH:24]=3)=[CH:33][CH:32]=2)=[O:7])[CH2:12][C:11](=[CH:13][C:14]#[N:15])[CH2:10]1. Reported procedure: Following the general method as outlined in Example 22, starting from (2S,4EZ)-1-(tert-butoxycarbonyl)-4-(cyanomethylene)-2-pyrrolidinecarboxylic acid, [1,1′-biphenyl]-4-carbonyl chloride, and 1,2-benzenediamine the title compound was obtained in 70% purity by LC/MS. MS(ESI+): m/z=405.2. Reactants: N1=C(C=CC2=CC=CC=C12)COC1=CC2=C(N(C(=N2)CC2(CCCC2)C(=O)OC)CC2=CC(=CC=C2)C2=CC=NN2COCC[Si](C)(C)C)C=C1 (methyl 1-((5-(quinolin-2-ylmethoxy)-1-(3-(1-((2-(trimethylsilyl)ethoxy)methyl)-1H-pyrazol-5-yl)benzyl)-1H-benzo[d]imidazol-2-yl)methyl)cyclopentanecarboxylate), CCCC[N+](CCCC)(CCCC)CCCC.[F-] (TBAF). Run in C1CCOC1 (THF). Reaction conditions: temperature 70 celsius. Yields the product N1N=CC=C1C=1C=C(CN2C(=NC3=C2C=CC(=C3)OCC3=NC2=CC=CC=C2C=C3)CC3(CCCC3)C(=O)O)C=CC1 (1-({1-[3-(1H-Pyrazol-5-yl)benzyl]-5-(quinolin-2-ylmethoxy)-1H-benzimidazol-2-yl}methyl)cyclopentanecarboxylic acid). As a reaction SMILES: [N:1]1[C:10]2[C:5](=[CH:6][CH:7]=[CH:8][CH:9]=2)[CH:4]=[CH:3][C:2]=1[CH2:11][O:12][C:13]1[CH:51]=[CH:50][C:16]2[N:17]([CH2:30][C:31]3[CH:36]=[CH:35][CH:34]=[C:33]([C:37]4[N:41](COCC[Si](C)(C)C)[N:40]=[CH:39][CH:38]=4)[CH:32]=3)[C:18]([CH2:20][C:21]3([C:26]([O:28]C)=[O:27])[CH2:25][CH2:24][CH2:23][CH2:22]3)=[N:19][C:15]=2[CH:14]=1.CCCC[N+](CCCC)(CCCC)CCCC.[F-]>C1COCC1>[NH:41]1[C:37]([C:33]2[CH:32]=[C:31]([CH:36]=[CH:35][CH:34]=2)[CH2:30][N:17]2[C:16]3[CH:50]=[CH:51][C:13]([O:12][CH2:11][C:2]4[CH:3]=[CH:4][C:5]5[C:10](=[CH:9][CH:8]=[CH:7][CH:6]=5)[N:1]=4)=[CH:14][C:15]=3[N:19]=[C:18]2[CH2:20][C:21]2([C:26]([OH:28])=[O:27])[CH2:25][CH2:24][CH2:23][CH2:22]2)=[CH:38][CH:39]=[N:40]1 |f:1.2|. Procedure details: To a 20 mL vial was added methyl 1-((5-(quinolin-2-ylmethoxy)-1-(3-(1-((2-(trimethylsilyl)ethoxy)methyl)-1H-pyrazol-5-yl)benzyl)-1H-benzo[d]imidazol-2-yl)methyl)cyclopentanecarboxylate (51 mg, 0.08 mmol) and THF (2 mL) followed by treatment with TBAF (0.4 mL, 1 M). The reaction mixture was heated to 70° C. After 24 hours the mixture was cooled to RT and concentrated to dryness. The residue was purified using FCC to provide the title compound. MS (ESI): mass calcd. for C35H33N5O3, 571.68; m/z fou... Reactants: CO, Cl, [Na+], [OH-], COC(=O)C(c1ccccc1)c1ccc(NC(=O)C2CC(c3cccnc3)=NO2)cc1. Product: O=C(Nc1ccc(C(C(=O)O)c2ccccc2)cc1)C1CC(c2cccnc2)=NO1. As a reaction SMILES: [CH3:35][OH:36].[ClH:34].[Na+:33].[OH-:32].[n:1]1[cH:2][c:3]([C:7]2=[N:8][O:9][CH:10]([C:12](=[O:13])[NH:14][c:15]3[cH:16][cH:17][c:18]([CH:21]([C:22](=[O:23])[O:24][CH3:25])[c:26]4[cH:27][cH:28][cH:29][cH:30][cH:31]4)[cH:19][cH:20]3)[CH2:11]2)[cH:4][cH:5][cH:6]1>>[n:1]1[cH:2][c:3]([C:7]2=[N:8][O:9][CH:10]([C:12](=[O:13])[NH:14][c:15]3[cH:16][cH:17][c:18]([CH:21]([C:22](=[O:23])[OH:24])[c:26]4[cH:27][cH:28][cH:29][cH:30][cH:31]4)[cH:19][cH:20]3)[CH2:11]2)[cH:4][cH:5][cH:6]1.